Dataset: the Open Reaction Database (ORD), a public repository of structured organic reaction records. Task: describe an organic reaction: reactants, conditions, products, and yield Reactants: [Br-].O1C(OCCC1)CC[P+](C1=CC=CC=C1)(C1=CC=CC=C1)C1=CC=CC=C1 ((2-(1,3-dioxan-2-yl)ethyl)triphenylphosphonium bromide), C(#N)C1=CC=C(C=C1)[C@@H]1CC[C@H](CC1)[C@@H]1CC[C@H](CC1)C=O (trans-4-(trans-4-(4-cyanophenyl)cyclohexyl)cyclohexanecarbaldehyde), CC(C)(C)[O-].[K+] (t-BuOK). Solvent: C1CCOC1 (THF), C1CCOC1 (THF). Reaction conditions: temperature -20 celsius, time 30 minute. Product: O1C(OCCC1)CC=C[C@@H]1CC[C@H](CC1)[C@@H]1CC[C@H](CC1)C1=CC=C(C#N)C=C1 (4-(trans-4-(trans-4-(3-(1,3-dioxan-2-yl)propenyl)cyclohexyl)cyclohexyl)benzonitrile). The yield is 89.3%. Reaction SMILES: [Br-].[O:2]1[CH2:7][CH2:6][CH2:5][O:4][CH:3]1[CH2:8][CH2:9][P+](C1C=CC=CC=1)(C1C=CC=CC=1)C1C=CC=CC=1.CC([O-])(C)C.[K+].[C:35]([C:37]1[CH:42]=[CH:41][C:40]([C@H:43]2[CH2:48][CH2:47][C@H:46]([C@H:49]3[CH2:54][CH2:53][C@H:52]([CH:55]=O)[CH2:51][CH2:50]3)[CH2:45][CH2:44]2)=[CH:39][CH:38]=1)#[N:36]>C1COCC1>[O:4]1[CH2:5][CH2:6][CH2:7][O:2][CH:3]1[CH2:8][CH:9]=[CH:55][C@H:52]1[CH2:53][CH2:54][C@H:49]([C@H:46]2[CH2:45][CH2:44][C@H:43]([C:40]3[CH:39]=[CH:38][C:37]([C:35]#[N:36])=[CH:42][CH:41]=3)[CH2:48][CH2:47]2)[CH2:50][CH2:51]1 |f:0.1,2.3|. Reported procedure: A mixture of (2-(1,3-dioxan-2-yl)ethyl)triphenylphosphonium bromide (25.0 g, 54.7 millimols) with THF (150 ml) was cooled down to -20° C., followed by adding t-BuOK (6.1 g, 54.7 millimols) to the mixture, stirring for 30 minutes, dropwise adding to the mixture, a THF (80 ml) solution of trans-4-(trans-4-(4-cyanophenyl)cyclohexyl)cyclohexanecarbaldehyde (14.4 g, 49.8 millimols) so as to keep the temperature at -20° C. or lower, stirring the mixture at the same temperature for 2 hours, and treatin... Reactants: ClC1(CC1)C(CC1=C(C=CC=C1)Cl)(CN1N=CN=C1S)O (2-(1-chloro-cyclopropyl)-1-(2-chlorophenyl)-3-(5-mercapto-1,2,4-triazol-1-yl)-propan-2-ol), C([O-])([O-])=O.[K+].[K+] (potassium carbonate), ClC1=CC=C(C(=O)Cl)C=C1 (4-chloro-benzoyl chloride). Run in O1CCCC1 (tetrahydrofuran), O1CCCC1 (tetrahydrofuran). Reaction conditions: time 20 hour. Product: ClC1(CC1)C(CC1=C(C=CC=C1)Cl)(CN1N=CN=C1SC(C1=CC=C(C=C1)Cl)=O)O (2-(1-chloro-cyclopropyl)-1(2-chlorophenyl)-3-[5-(4-chloro-benzoyl-mercapto)-1,2,4-triazol-1-yl]-propan-2-ol). Isolated yield 99.4%. Reaction SMILES: [Cl:1][C:2]1[CH:10]=[CH:9][C:5]([C:6](Cl)=[O:7])=[CH:4][CH:3]=1.[Cl:11][C:12]1([C:15]([OH:31])([CH2:24][N:25]2[C:29]([SH:30])=[N:28][CH:27]=[N:26]2)[CH2:16][C:17]2[CH:22]=[CH:21][CH:20]=[CH:19][C:18]=2[Cl:23])[CH2:14][CH2:13]1.C(=O)([O-])[O-].[K+].[K+]>O1CCCC1>[Cl:11][C:12]1([C:15]([OH:31])([CH2:24][N:25]2[C:29]([S:30][C:6](=[O:7])[C:5]3[CH:9]=[CH:10][C:2]([Cl:1])=[CH:3][CH:4]=3)=[N:28][CH:27]=[N:26]2)[CH2:16][C:17]2[CH:22]=[CH:21][CH:20]=[CH:19][C:18]=2[Cl:23])[CH2:14][CH2:13]1 |f:2.3.4|. Procedure details: At room temperature, a solution of 0.63 ml (5 mmol) of 4-chloro-benzoyl chloride in 5 ml of absolute tetrahydrofuran is added dropwise with stirring to a mixture of 1.72 g (5 mmol) of 2-(1-chloro-cyclopropyl)-1-(2-chlorophenyl)-3-(5-mercapto-1,2,4-triazol-1-yl)-propan-2-ol, 0.69 g (5 mmol) of anhydrous potassium carbonate and 20 ml of absolute tetrahydrofuran. The reaction mixture is stirred at room temperature for a further 20 hours and then filtered off with suction and concentrated under redu... The reactants are SCCCS, ClCCl, O=CCc1ccccc1, [K+], [OH-]. Product: c1ccc(CC2SCCCS2)cc1. Reaction SMILES: [CH2:10]([CH2:11][CH2:12][SH:13])[SH:14].[CH2:17]([Cl:18])[Cl:19].[CH:1](=[O:2])[CH2:3][c:4]1[cH:5][cH:6][cH:7][cH:8][cH:9]1.[K+:16].[OH-:15]>>[CH:1]1([CH2:3][c:4]2[cH:5][cH:6][cH:7][cH:8][cH:9]2)[S:13][CH2:12][CH2:11][CH2:10][S:14]1. Reactants: O=C(N1C=CC=2C=CC(Br)=CC21)C(C)(C)C. Reagents/catalysts: OC(C)(C)C(O)(C)C, BrB(Br)Br. Run at temperature 25 celsius, time 16 hour. Yields the product BrC=1C=CC=2C=CNC2C1B3OC(C)(C)C(O3)(C)C. The yield is 64.0%.